Dataset: the Open Reaction Database (ORD), a public repository of structured organic reaction records. Task: describe an organic reaction: reactants, conditions, products, and yield Starting materials: C(C)OC(C(NCC1=CC(=CC=C1)F)=N)OCC (2,2-diethoxy-N-(3-fluorobenzyl)acetimidamide). Solvent: S(O)(O)(=O)=O (sulfuric acid). Yields the product FC1=CC=C2C=C(N=CC2=C1)N (7-Fluoroisoquinolin-3-amine). The yield is 2.4%. Reaction SMILES: C(O[CH:4](OCC)[C:5](=[NH:15])[NH:6][CH2:7][C:8]1[CH:13]=[CH:12][CH:11]=[C:10]([F:14])[CH:9]=1)C>S(=O)(=O)(O)O>[F:14][C:10]1[CH:9]=[C:8]2[C:13]([CH:4]=[C:5]([NH2:15])[N:6]=[CH:7]2)=[CH:12][CH:11]=1. Procedure: The crude 2,2-diethoxy-N-(3-fluorobenzyl)acetimidamide (22 g) was added dropwise to conc. sulfuric acid (200 mL) at 20˜25° C. with stirring. The mixture was stirred at room temperature for 48 hours. Then this mixture was quenched with ice (1 Kg), and a 12 N NaOH solution (400 mL) was added. The final pH of 9˜10 was reached. The suspension was extracted with CH2Cl2 (5×2 L). The organic layers were combined, washed with brine (500 mL), dried over anhydrous Na2SO4, filtered and concentrated to dryn... The reactants are O=C(n1ccnc1)n1ccnc1, O=C(O)c1ccc(F)c(F)c1Nc1ccc(C#CCCOC2CCCCO2)cc1F, NOCCO. The product is O=C(NOCCO)c1ccc(F)c(F)c1Nc1ccc(C#CCCOC2CCCCO2)cc1F. Reaction SMILES: [C:31]([n:32]1[cH:33][cH:34][n:35][cH:36]1)([n:37]1[cH:38][cH:39][n:40][cH:41]1)=[O:42].[F:1][c:2]1[c:3]([NH:12][c:13]2[c:14]([F:30])[cH:15][c:16]([C:19]#[C:20][CH2:21][CH2:22][O:23][CH:24]3[O:25][CH2:26][CH2:27][CH2:28][CH2:29]3)[cH:17][cH:18]2)[c:4]([C:5](=[O:6])[OH:7])[cH:8][cH:9][c:10]1[F:11].[NH2:43][O:44][CH2:45][CH2:46][OH:47]>>[F:1][c:2]1[c:3]([NH:12][c:13]2[c:14]([F:30])[cH:15][c:16]([C:19]#[C:20][CH2:21][CH2:22][O:23][CH:24]3[O:25][CH2:26][CH2:27][CH2:28][CH2:29]3)[cH:17][cH:18]2)[c:4]([C:5](=[O:6])[NH:43][O:44][CH2:45][CH2:46][OH:47])[cH:8][cH:9][c:10]1[F:11]. Reactants: O=C1OCCC1=C[O-].[Na+] (sodium (2-oxodihydrofuran-3(2H)-ylidene)methano-late), BrC1=CC(=NC=C1)N (4-bromopyridin-2-amine), CC1=CC=C(C=C1)S(=O)(=O)O (4-methylbenzenesulfonic acid). Run in C1(=CC=CC=C1)C (toluene), O (water). Product: BrC1=CC(=NC=C1)NC=C1C(OCC1)=O (3-((4-bromopyridin-2-ylamino)methylene)dihydrofuran-2(3H)-one). As a reaction SMILES: [O:1]=[C:2]1[C:6](=[CH:7][O-])[CH2:5][CH2:4][O:3]1.[Na+].[Br:10][C:11]1[CH:16]=[CH:15][N:14]=[C:13]([NH2:17])[CH:12]=1.CC1C=CC(S(O)(=O)=O)=CC=1>C1(C)C=CC=CC=1.O>[Br:10][C:11]1[CH:16]=[CH:15][N:14]=[C:13]([NH:17][CH:7]=[C:6]2[CH2:5][CH2:4][O:3][C:2]2=[O:1])[CH:12]=1 |f:0.1|. Reported procedure: A solution of sodium (2-oxodihydrofuran-3(2H)-ylidene)methano-late (134 mg, 1 mmol), 4-bromopyridin-2-amine (173 mg, 1.0 mmol) and 4-methylbenzenesulfonic acid (50 mg, 0.29 mmol) in toluene was stirred at 150° C. for 1 hr. After the suspension was diluted with water, the solution was adjusted to pH 8 and extracted with ethyl acetate. Then, the organic layers were dried over Na2SO4 and concentrated to give crude product, which was used for then next reaction without further purification. MS (ESI)... Reactants: FC1=C(C(=C(C(=C1F)F)F)C)C(CC(=O)OCC)=O (ethyl 3-(2, 3,4,5-tetrafluoro-6-methylphenyl)-β-oxopropanoate), C(OCC)(OCC)OCC (triethyl orthoformate). Run in C(C)(=O)OC(C)=O (acetic anhydride). Product: FC1=C(C(=O)C(C(=O)OCC)=COCC)C(=C(C(=C1F)F)F)C (Ethyl 2-(2,3,4,5-Tetrafluoro-6-methyl-benzoyl) -3-ethoxyacrylate). Yield: 93.6%. Reaction SMILES: [F:1][C:2]1[C:7]([F:8])=[C:6]([F:9])[C:5]([F:10])=[C:4]([CH3:11])[C:3]=1[C:12](=[O:19])[CH2:13][C:14]([O:16][CH2:17][CH3:18])=[O:15].[CH:20](OCC)(OCC)[O:21][CH2:22][CH3:23]>C(OC(=O)C)(=O)C>[F:1][C:2]1[C:7]([F:8])=[C:6]([F:9])[C:5]([F:10])=[C:4]([CH3:11])[C:3]=1[C:12]([C:13](=[CH:20][O:21][CH2:22][CH3:23])[C:14]([O:16][CH2:17][CH3:18])=[O:15])=[O:19]. Reported procedure: A solution of 8.1 g (29.1 mmol) of ethyl 3-(2, 3,4,5-tetrafluoro-6-methylphenyl)-β-oxopropanoate, 7.2 g (43.3 mmol) of triethyl orthoformate, and 70 mL of acetic anhydride was refluxed for 3.5 hours. The solution was cooled to room temperature and concentrated under high vacuum to give 9.1 g of the title compound. The product was used as is in the next step. Starting materials: O (Water), OC=1C=CC(=C(C=O)C1)[N+](=O)[O-] (5-hydroxy-2-nitrobenzaldehyde), C([O-])([O-])=O.[Cs+].[Cs+] (cesium carbonate), C(C)I (ethyl iodide). The solvent is CN(C=O)C (N,N-dimethylformamide). Conditions: time 2 day. The product is C(C)OC=1C=CC(=C(C=O)C1)[N+](=O)[O-] (5-Ethoxy-2-nitrobenzaldehyde). Reaction SMILES: [OH:1][C:2]1[CH:3]=[CH:4][C:5]([N+:10]([O-:12])=[O:11])=[C:6]([CH:9]=1)[CH:7]=[O:8].C(=O)([O-])[O-].[Cs+].[Cs+].[CH2:19](I)[CH3:20].O>CN(C)C=O>[CH2:19]([O:1][C:2]1[CH:3]=[CH:4][C:5]([N+:10]([O-:12])=[O:11])=[C:6]([CH:9]=1)[CH:7]=[O:8])[CH3:20] |f:1.2.3|. Reported procedure: To a suspension of 5-hydroxy-2-nitrobenzaldehyde (500 mg) and cesium carbonate (1.46 g) in N,N-dimethylformamide (10 mL) was added ethyl iodide (0.265 mL) at room temperature, and the mixture was stirred for 2 days. Water was added to the reaction mixture and this resulting mixture was extracted with ethyl acetate. The aqueous layer was extracted with ethyl acetate. The combined organic layers were washed with water and saturated saline, dried over anhydrous magnesium sulfate and concentrated un...